This data is from the Open Reaction Database (ORD), a public repository of structured organic reaction records. The task is: describe an organic reaction: reactants, conditions, products, and yield Starting materials: O=C(Cl)c1ccc(F)cc1Cl, CN1CCC(C(=O)c2cccc(N)c2)CC1. Yields the product CN1CCC(C(=O)c2cccc(NC(=O)c3ccc(F)cc3Cl)c2)CC1. As a reaction SMILES: [Cl:17][c:18]1[c:19]([C:20](=[O:21])[Cl:22])[cH:23][cH:24][c:25]([F:27])[cH:26]1.[NH2:1][c:2]1[cH:3][c:4]([C:5](=[O:6])[CH:7]2[CH2:8][CH2:9][N:10]([CH3:13])[CH2:11][CH2:12]2)[cH:14][cH:15][cH:16]1>>[NH:1]([c:2]1[cH:3][c:4]([C:5](=[O:6])[CH:7]2[CH2:8][CH2:9][N:10]([CH3:13])[CH2:11][CH2:12]2)[cH:14][cH:15][cH:16]1)[C:20]([c:19]1[c:18]([Cl:17])[cH:26][c:25]([F:27])[cH:24][cH:23]1)=[O:21]. The reactants are [Al+3], [H-], [H-], [H-], [H-], [Li+], [Na+], C1CCOC1, [OH-], O, CCOC(=O)c1ccc(-n2ccnc2)cc1. The product is OCc1ccc(-n2ccnc2)cc1. As a reaction SMILES: [Al+3:7].[H-:10].[H-:11].[H-:6].[H-:9].[Li+:8].[Na+:29].[O:1]1[CH2:2][CH2:3][CH2:4][CH2:5]1.[OH-:28].[OH2:30].[n:12]1(-[c:17]2[cH:18][cH:19][c:20]([C:21](=[O:22])[O:23][CH2:24][CH3:25])[cH:26][cH:27]2)[cH:13][n:14][cH:15][cH:16]1>>[n:12]1(-[c:17]2[cH:18][cH:19][c:20]([CH2:21][OH:22])[cH:26][cH:27]2)[cH:13][n:14][cH:15][cH:16]1. Reactants: CS(=O)(=O)Cl (methanesulfonyl chloride), C(CCCC#C)NC(=O)C1=CN=C(S1)OCC(CO)O ((+) 3-[5-(hex-5-ynylaminocarbonyl)thiazol-2-yloxy]propane-1,2-diol). The solvent is N1=CC=CC=C1 (pyridine). Yields the product OC(COS(=O)(=O)C)COC=1SC(=CN1)C(=O)NCCCCC#C ((+) 2-hydroxy-1-methylsulfonyloxy-3-(5(-hex-5-ynylaminocarbonyl)thiazol-2-yloxy]propane). RXN SMILES: [CH3:1][S:2](Cl)(=[O:4])=[O:3].[CH2:6]([NH:12][C:13]([C:15]1[S:19][C:18]([O:20][CH2:21][CH:22]([OH:25])[CH2:23][OH:24])=[N:17][CH:16]=1)=[O:14])[CH2:7][CH2:8][CH2:9][C:10]#[CH:11]>N1C=CC=CC=1>[OH:25][CH:22]([CH2:21][O:20][C:18]1[S:19][C:15]([C:13]([NH:12][CH2:6][CH2:7][CH2:8][CH2:9][C:10]#[CH:11])=[O:14])=[CH:16][N:17]=1)[CH2:23][O:24][S:2]([CH3:1])(=[O:4])=[O:3]. Reported procedure: In this example 0.42 g. of methanesulfonyl chloride is added with rapid stirring to a mixture containing 1.2 g. of (+) 3-[5-(hex-5-ynylaminocarbonyl)thiazol-2-yloxy]propane-1,2-diol in 20 ml. of pyridine at -30° C. The mixture is then allowed to warm to room temperature and evaporated to dryness affording a residue of (+) 2-hydroxy-1-methylsulfonyloxy-3-(5(-hex-5-ynylaminocarbonyl)thiazol-2-yloxy]propane. The residue is then dissolved in 50 ml. of anhydrous methanol and cooled to 0° C. A mixture... Starting materials: CC1(C2=C(CN(C1)C(=O)OC(C)(C)C)C=NN2)C (tert. butyl 7,7-dimethyl-1,4,6,7-tetrahydro-pyrazolo[4,3-c]pyridine-5-carboxylate), [H-].[Na+] (sodium hydride), IC (iodomethane). The solvent is CN(C)C=O (DMF). Conditions: time 30 minute. Product: CN1N=CC=2CN(CC(C21)(C)C)C(=O)OC(C)(C)C (tert. butyl 1,7,7-trimethyl-1,4,6,7-tetrahydro-pyrazolo[4,3-c]pyridine-5-carboxylate). As a reaction SMILES: [CH3:1][C:2]1([CH3:18])[CH2:7][N:6]([C:8]([O:10][C:11]([CH3:14])([CH3:13])[CH3:12])=[O:9])[CH2:5][C:4]2[CH:15]=[N:16][NH:17][C:3]1=2.[H-].[Na+].I[CH3:22]>CN(C=O)C>[CH3:22][N:17]1[C:3]2[C:2]([CH3:18])([CH3:1])[CH2:7][N:6]([C:8]([O:10][C:11]([CH3:12])([CH3:13])[CH3:14])=[O:9])[CH2:5][C:4]=2[CH:15]=[N:16]1 |f:1.2|. Reported procedure: 2.10 g (8.36 mmol) tert. butyl 7,7-dimethyl-1,4,6,7-tetrahydro-pyrazolo[4,3-c]pyridine-5-carboxylate were placed in 25 mL DMF. While cooling with ice, 350 mg (8.75 mmol) sodium hydride (55%) were added. The reaction mixture was stirred for 30 min, then 0.540 mL (8.67 mmol) iodomethane were added and the mixture was stirred for 1 h at 0° C. The reaction mixture was concentrated to dryness by rotary evaporation and the residue was mixed with water and extracted with EtOAc. The organic phase was dr... Starting materials: CCC(Cc1ccc(-c2ccc(C(F)(F)F)cc2)cc1)Oc1ccc(C(=O)OC)cc1, CCO, Cl, [Na+], [OH-]. The product is CCC(Cc1ccc(-c2ccc(C(F)(F)F)cc2)cc1)Oc1ccc(C(=O)O)cc1. As a reaction SMILES: [CH3:1][O:2][C:3]([c:4]1[cH:5][cH:6][c:7]([O:10][CH:11]([CH2:12][CH3:13])[CH2:14][c:15]2[cH:16][cH:17][c:18](-[c:21]3[cH:22][cH:23][c:24]([C:27]([F:28])([F:29])[F:30])[cH:25][cH:26]3)[cH:19][cH:20]2)[cH:8][cH:9]1)=[O:31].[CH3:35][CH2:36][OH:37].[ClH:34].[Na+:33].[OH-:32]>>[O:2]=[C:3]([c:4]1[cH:5][cH:6][c:7]([O:10][CH:11]([CH2:12][CH3:13])[CH2:14][c:15]2[cH:16][cH:17][c:18](-[c:21]3[cH:22][cH:23][c:24]([C:27]([F:28])([F:29])[F:30])[cH:25][cH:26]3)[cH:19][cH:20]2)[cH:8][cH:9]1)[OH:31].